From a dataset of the Open Reaction Database (ORD), a public repository of structured organic reaction records. describe an organic reaction: reactants, conditions, products, and yield Starting materials: [N+]12(CC[N+](CC1)(CC2)F)CCl.[B-](F)(F)(F)F.[B-](F)(F)(F)F, n1c(nc2c(c1c1cnc(nc1)N)CCN2C1CC(C1)(F)F)N1CCOC[C@@H]1CO. The reagents and catalysts are c1ccc(cc1)-c2c3ccccc3cc4ccccc24 (9-Phenylanthracene). Run in C1CCOC1 (THF). Reaction conditions: temperature 25 celsius, time 18 hour. Product: Nc1ncc(cn1)c2nc(nc3N(CCc23)C4CC(F)(F)C4)N5CCOC[C@@H]5CF. Reaction SMILES: [NH2:1][c:2]1[n:7][cH:6][c:5]([c:8]2[c:16]([c:12]3[n:11][c:10]([N:23]4[C@@H:28]([CH2:29]O)[CH2:27][O:26][CH2:25][CH2:24]4)[n:9]2)[CH2:15][CH2:14][N:13]3[CH:17]5[CH2:22][C:19]([F:21])([F:20])[CH2:18]5)[cH:4][n:3]1.[F:30][B-](F)(F)F.F[B-](F)(F)F.F[N+]1(CC[N+]2(CCl)CC1)CC2>>[NH2:1][c:2]1[n:7][cH:6][c:5]([c:8]2[c:16]([c:12]3[n:11][c:10]([N:23]4[C@@H:28]([CH2:29][F:30])[CH2:27][O:26][CH2:25][CH2:24]4)[n:9]2)[CH2:15][CH2:14][N:13]3[CH:17]5[CH2:22][C:19]([F:21])([F:20])[CH2:18]5)[cH:4][n:3]1.